Dataset: the Open Reaction Database (ORD), a public repository of structured organic reaction records. Task: describe an organic reaction: reactants, conditions, products, and yield Starting materials: N(=O)[O-].[Na+] (sodium nitrite), NC1=CC=C2C(CC(C2=C1)=O)(C)C (6-amino-3,3-dimethyl-indan-1-one). Run in O (water), F[B-](F)(F)F.[H+] (tetrafluoroboric acid), O (water). Reaction conditions: time 30 minute. The product is OC1=CC=C2C(CC(C2=C1)=O)(C)C (6-Hydroxy-3,3-dimethyl-indan-1-one). Isolated yield 50.3%. RXN SMILES: N([O-])=[O:2].[Na+].N[C:6]1[CH:14]=[C:13]2[C:9]([C:10]([CH3:17])([CH3:16])[CH2:11][C:12]2=[O:15])=[CH:8][CH:7]=1>O.F[B-](F)(F)F.[H+]>[OH:2][C:6]1[CH:14]=[C:13]2[C:9]([C:10]([CH3:17])([CH3:16])[CH2:11][C:12]2=[O:15])=[CH:8][CH:7]=1 |f:0.1,4.5|. Procedure: A solution of sodium nitrite (14.8 g, 214 mmol) in 30 mL of water was slowly added to the solution of 6-amino-3,3-dimethyl-indan-1-one (14.0 g, 85.8 mmol) in 30 mL of 48% tetrafluoroboric acid and 30 mL of water at 0°-5° C. After being stirred for 30 min, the mixture was filtered, and the solids were washed with cold 5% tetrafluoroboric acid and dried in vacuum. The solids were then added in several portions into a boiling solution of 50 mL of sulfuric acid in 0.5 liter of water. After refluxing... Starting materials: O1C=CC=C1 (furan), O1C=CC=C1 (Furan), [I-].[Mg+2].[I-] (magnesium iodide), BrC=1C=CC(=C(C1)C1C(C=CC1=O)=O)CC (2-(5-bromo-2-ethylphenyl)cyclopent-4-ene-1,3-dione), O1C=CC=C1 (furan). RXN SMILES: [O:1]1[CH:5]=[CH:4][CH:3]=[CH:2]1.[I-].[Mg+2].[I-].[Br:9][C:10]1[CH:11]=[CH:12][C:13]([CH2:23][CH3:24])=[C:14]([CH:16]2[C:20](=[O:21])[CH:19]=[CH:18][C:17]2=[O:22])[CH:15]=1>ClCCl.CO>[Br:9][C:10]1[CH:11]=[CH:12][C:13]([CH2:23][CH3:24])=[C:14]([CH:16]2[C:20](=[O:21])[CH:19]3[CH:18]([CH:5]4[O:1][CH:2]3[CH:3]=[CH:4]4)[C:17]2=[O:22])[CH:15]=1 |f:1.2.3|. Procedure details: Furan (4.0 ml, 55.0 mmol) and magnesium iodide (1.00 g, 3.6 mmol) are added to a solution of 2-(5-bromo-2-ethylphenyl)cyclopent-4-ene-1,3-dione (5.0 g, 17.9 mmol) in dichloromethane (20 ml) and the mixture is stirred at room temperature for 3 days. A further quantity of furan (1.3 ml, 17.8 mmol) is added and stirring continued for 18 hours, and then a further quantity of furan (1.3 ml, 17.8 mmol) is added and the mixture is stirred for 48 hours, and then allowed to stand at room temperature for ... Run at time 3 day. Solvent: ClCCl (dichloromethane), CO (methanol). Yields the product BrC=1C=CC(=C(C1)C1C(C2C3C=CC(C2C1=O)O3)=O)CC ((1RS,2SR,6RS,7SR)-4-(5-bromo-2-ethylphenyl)-10-oxatricyclo[5.2.1.02,6]dec-8-en-3,5-dione). The reactants are CS(=O)(=O)OCC=1C(=NSC1C(F)(F)F)C1=CC=C(C=C1)CC ([3-(4-ethylphenyl)-5-(trifluoromethyl)-1,2-thiazol-4-yl]methyl methanesulfonate), CN(C=O)C (N,N-dimethylformamide), OC=1C=C2CCC(C2=CC1)CC(=O)OCC (ethyl 2-(5-hydroxy-2,3-dihydro-1H-inden-1-yl)acetate), C([O-])([O-])=O.[K+].[K+] (potassium carbonate). The solvent is O (H2O). Run at temperature 30 celsius, time 8 hour. The product is C(C)C1=CC=C(C=C1)C1=NSC(=C1COC=1C=C2CCC(C2=CC1)CC(=O)OCC)C(F)(F)F (Ethyl 2-(5-[[3-(4-ethylphenyl)-5-(trifluoromethyl)-1,2-thiazol-4-yl]methoxy]-2,3-dihydro-1H-inden-1-yl)acetate). RXN SMILES: CS([O:5][CH2:6][C:7]1[C:8]([C:16]2[CH:21]=[CH:20][C:19]([CH2:22][CH3:23])=[CH:18][CH:17]=2)=[N:9][S:10][C:11]=1[C:12]([F:15])([F:14])[F:13])(=O)=O.O[C:25]1[CH:26]=[C:27]2[C:31](=[CH:32][CH:33]=1)[CH:30]([CH2:34][C:35]([O:37][CH2:38][CH3:39])=[O:36])[CH2:29][CH2:28]2.C(=O)([O-])[O-].[K+].[K+].CN(C)C=O>O>[CH2:22]([C:19]1[CH:20]=[CH:21][C:16]([C:8]2[C:7]([CH2:6][O:5][C:25]3[CH:26]=[C:27]4[C:31](=[CH:32][CH:33]=3)[CH:30]([CH2:34][C:35]([O:37][CH2:38][CH3:39])=[O:36])[CH2:29][CH2:28]4)=[C:11]([C:12]([F:15])([F:14])[F:13])[S:10][N:9]=2)=[CH:17][CH:18]=1)[CH3:23] |f:2.3.4|. Procedure details: Into a 50-mL round-bottom flask, was placed [3-(4-ethylphenyl)-5-(trifluoromethyl)-1,2-thiazol-4-yl]methyl methanesulfonate (160 mg, 0.44 mmol, 1.00 equiv), ethyl 2-(5-hydroxy-2,3-dihydro-1H-inden-1-yl)acetate (97 mg, 0.44 mmol, 1.01 equiv), potassium carbonate (183 mg, 1.32 mmol, 3.02 equiv), N,N-dimethylformamide (3 mL). The resulting solution was stirred overnight at 30° C. The resulting solution was diluted with 20 mL of H2O. The resulting mixture was washed with 3×20 mL of sodium chloride. ... Starting materials: [BH4-], CCOC(=O)c1oc2cccc(OCC(C)=O)c2c1C, CCO, [Na+]. The product is CCOC(=O)c1oc2cccc(OCC(C)O)c2c1C. As a reaction SMILES: [BH4-:21].[CH2:1]([CH3:2])[O:3][C:4](=[O:5])[c:6]1[o:7][c:8]2[c:9]([c:10]1[CH3:11])[c:12]([O:16][CH2:17][C:18]([CH3:19])=[O:20])[cH:13][cH:14][cH:15]2.[CH3:23][CH2:24][OH:25].[Na+:22]>>[CH2:1]([CH3:2])[O:3][C:4](=[O:5])[c:6]1[o:7][c:8]2[c:9]([c:10]1[CH3:11])[c:12]([O:16][CH2:17][CH:18]([CH3:19])[OH:20])[cH:13][cH:14][cH:15]2. The reactants are N[C@H]1CC[C@H](CC1)NC(=O)C1=C(NC=2C1=NC=CC2C2=C(C=C(C=C2)F)OCC2CC2)C (N-(cis-4-aminocyclohexyl)-7-[2-(cyclopropylmethoxy)-4-fluorophenyl]-2-methyl-1H-pyrrolo[3,2-b]pyridine-3-carboxamide), C(C)(=O)Cl (acetyl chloride). Yields the product C(C)(=O)N[C@H]1CC[C@H](CC1)NC(=O)C1=C(NC=2C1=NC=CC2C2=C(C=C(C=C2)F)OCC2CC2)C (N-[cis-4-(Acetylamino)cyclohexyl]-7-[2-(cyclopropylmethoxy)-4-fluorophenyl]-2-methyl-1H-pyrrolo[3,2-b]pyridine-3-carboxamide). RXN SMILES: [NH2:1][C@@H:2]1[CH2:7][CH2:6][C@H:5]([NH:8][C:9]([C:11]2[C:15]3=[N:16][CH:17]=[CH:18][C:19]([C:20]4[CH:25]=[CH:24][C:23]([F:26])=[CH:22][C:21]=4[O:27][CH2:28][CH:29]4[CH2:31][CH2:30]4)=[C:14]3[NH:13][C:12]=2[CH3:32])=[O:10])[CH2:4][CH2:3]1.[C:33](Cl)(=[O:35])[CH3:34]>>[C:33]([NH:1][C@@H:2]1[CH2:7][CH2:6][C@H:5]([NH:8][C:9]([C:11]2[C:15]3=[N:16][CH:17]=[CH:18][C:19]([C:20]4[CH:25]=[CH:24][C:23]([F:26])=[CH:22][C:21]=4[O:27][CH2:28][CH:29]4[CH2:30][CH2:31]4)=[C:14]3[NH:13][C:12]=2[CH3:32])=[O:10])[CH2:4][CH2:3]1)(=[O:35])[CH3:34]. Procedure: Starting from N-(cis-4-aminocyclohexyl)-7-[2-(cyclopropylmethoxy)-4-fluorophenyl]-2-methyl-1H-pyrrolo[3,2-b]pyridine-3-carboxamide (example D.f6) and commercially available acetyl chloride the title compound is obtained as colorless solid. Reaction SMILES: [CH3:14][OH:15].[Na+:13].[O:1]=[C:2]1[N:3]([CH2:6][C:7](=[O:8])[O:9][CH2:10][CH3:11])[CH2:4][CH2:5]1.[OH-:12]>>[O:1]=[C:2]1[N:3]([CH2:6][C:7](=[O:8])[OH:9])[CH2:4][CH2:5]1. Yields the product O=C(O)CN1CCC1=O. Reactants: CO, [Na+], CCOC(=O)CN1CCC1=O, [OH-]. Reactants: C(C)OC(CC(C1=CC=C(C=C1)F)C1=CC=C(C=C1)F)=O (3,3-bis-(4-fluorophenyl)-propionic acid ethyl ester), Intermediate 1B. The solvent is C1=CC=CC=C1.CCCCCC (benzene hexane). Yields the product FC1=CC=C(C=C1)C(CC(=O)O)C1=CC=C(C=C1)F (3,3-bis-(4-fluorophenyl)-propionic acid). As a reaction SMILES: C([O:3][C:4](=[O:21])[CH2:5][CH:6]([C:14]1[CH:19]=[CH:18][C:17]([F:20])=[CH:16][CH:15]=1)[C:7]1[CH:12]=[CH:11][C:10]([F:13])=[CH:9][CH:8]=1)C>C1C=CC=CC=1.CCCCCC>[F:13][C:10]1[CH:9]=[CH:8][C:7]([CH:6]([C:14]2[CH:15]=[CH:16][C:17]([F:20])=[CH:18][CH:19]=2)[CH2:5][C:4]([OH:21])=[O:3])=[CH:12][CH:11]=1 |f:1.2|. Procedure details: Saponification of Intermediate 80A as described in the preparation of Intermediate 1B gave the title acid as white needles: mp 106-107° C. (benzene-hexane). 1HNMR 400 MHz (CDCl3) δ (ppm): 3.05 (2H, d, J=8.1 Hz, CH2), 4.51 (1H, t, J=8.1 Hz, CH), 7.0 (4H, m, aromatics), 7.18 (4H, m, aromatics). Anal. Calcd for C15H12F2O2: C, 68.69; H, 4.61. Found: C, 68.71; H, 4.63.